describe an organic reaction: reactants, conditions, products, and yield From a dataset of the Open Reaction Database (ORD), a public repository of structured organic reaction records. Starting materials: BrCc1ccccc1, CC(C)=O, [K+], [K+], O=C([O-])[O-], CCOC(=O)Cc1c([N+](=O)[O-])cc(O)c2ccccc12. The product is CCOC(=O)Cc1c([N+](=O)[O-])cc(OCc2ccccc2)c2ccccc12. RXN SMILES: [Br:27][CH2:28][c:29]1[cH:30][cH:31][cH:32][cH:33][cH:34]1.[CH3:35][C:36](=[O:37])[CH3:38].[K+:1].[K+:2].[O-:3][C:4]([O-:5])=[O:6].[OH:7][c:8]1[cH:9][c:10]([N+:24](=[O:25])[O-:26])[c:11]([CH2:18][C:19](=[O:20])[O:21][CH2:22][CH3:23])[c:12]2[cH:13][cH:14][cH:15][cH:16][c:17]12>>[O:7]([c:8]1[cH:9][c:10]([N+:24](=[O:25])[O-:26])[c:11]([CH2:18][C:19](=[O:20])[O:21][CH2:22][CH3:23])[c:12]2[cH:13][cH:14][cH:15][cH:16][c:17]12)[CH2:28][c:29]1[cH:30][cH:31][cH:32][cH:33][cH:34]1. Reactants: [H-].[Al+3].[Li+].[H-].[H-].[H-] (lithium aluminum hydride), [H-].[Al+3].[Li+].[H-].[H-].[H-] (Lithium aluminum hydride), CCOCC (ether), CCOCC (ether), BrC1=CC=C(CCC2=C(C(=O)OCC)C=CC=C2)C=C1 (ethyl 2-(4-bromophenethyl)-benzoate), [Cl-].[NH4+] (ammonium chloride). Run in C(C)(=O)OCC (ethyl acetate). The product is BrC1=CC=C(CCC2=C(CO)C=CC=C2)C=C1 (2-(4-Bromophenethyl)-benzyl alcohol). RXN SMILES: [H-].[Al+3].[Li+].[H-].[H-].[H-].CCOCC.[Br:12][C:13]1[CH:31]=[CH:30][C:16]([CH2:17][CH2:18][C:19]2[CH:29]=[CH:28][CH:27]=[CH:26][C:20]=2[C:21](OCC)=[O:22])=[CH:15][CH:14]=1.[Cl-].[NH4+]>C(OCC)(=O)C>[Br:12][C:13]1[CH:14]=[CH:15][C:16]([CH2:17][CH2:18][C:19]2[CH:29]=[CH:28][CH:27]=[CH:26][C:20]=2[CH2:21][OH:22])=[CH:30][CH:31]=1 |f:0.1.2.3.4.5,8.9|. Reported procedure: Lithium aluminum hydride, 3.8 g. (0.1 mole), is wegihed under nitrogen, transferred to a dry, nitrogen-flushed reaction flask, and suspended in 300 ml. of absolute ether. The mixture is stirred at reflux for 30 minutes and then, after cooling to room temperature, a solution of 36.16 g. (0.108 mole) of ethyl 2-(4-bromophenethyl)-benzoate in 100 ml. of absolute ether is added dropwise. The mixture is stirred at room temperature overnight. The excess lithium aluminum hydride is decomposed by the ad... Reactants: COC(=O)C=Cc1ccc(CC(=O)O)cc1, CC(=O)O, O. The product is COC(=O)CCc1ccc(CC(=O)O)cc1. RXN SMILES: [C:1](=[O:2])([OH:3])[CH2:4][c:5]1[cH:6][cH:7][c:8]([CH:9]=[CH:10][C:11](=[O:12])[O:13][CH3:14])[cH:15][cH:16]1.[CH3:18][C:19](=[O:20])[OH:21].[OH2:17]>>[C:1](=[O:2])([OH:3])[CH2:4][c:5]1[cH:6][cH:7][c:8]([CH2:9][CH2:10][C:11](=[O:12])[O:13][CH3:14])[cH:15][cH:16]1. The reactants are C(C1=CC=CC=C1)C#N (benzyl cyanide). The solvent is CCC(CC)=O (3-pentanone). The product is C(C)C(=C(C#N)C1=CC=CC=C1)CC (3-ethyl-2-phenyl-pent-2-ene nitrile). As a reaction SMILES: [CH2:1]([C:8]#[N:9])[C:2]1[CH:7]=[CH:6][CH:5]=[CH:4][CH:3]=1>CCC(=O)CC>[CH2:1]([C:2]([CH2:3][CH3:4])=[C:1]([C:2]1[CH:7]=[CH:6][CH:5]=[CH:4][CH:3]=1)[C:8]#[N:9])[CH3:8]. Procedure: The title compound was prepared according to the procedure described in Example 1, by reacting benzyl cyanide with 3-pentanone in the presence of a base. Reactants: O=C(OCC1CC2OC2CC1COC(=O)c1ccccc1)c1ccccc1, [H-], Nc1ncnc2[nH]cnc12, [Na+], O=P([O-])([O-])[O-], CN(C)C=O. The product is Nc1ncnc2c1ncn2C1CC(COC(=O)c2ccccc2)C(COC(=O)c2ccccc2)CC1O. RXN SMILES: [C:13]([c:14]1[cH:15][cH:16][cH:17][cH:18][cH:19]1)(=[O:20])[O:21][CH2:22][CH:23]1[CH2:24][CH:25]2[O:26][CH:27]2[CH2:28][CH:29]1[CH2:30][O:31][C:32]([c:33]1[cH:34][cH:35][cH:36][cH:37][cH:38]1)=[O:39].[H-:1].[NH2:3][c:4]1[n:5][cH:6][n:7][c:8]2[nH:9][cH:10][n:11][c:12]12.[Na+:2].[O-:40][P:41](=[O:42])([O-:43])[O-:44].[O:45]=[CH:46][N:47]([CH3:48])[CH3:49]>>[NH2:3][c:4]1[n:5][cH:6][n:7][c:8]2[n:9]([CH:25]3[CH2:24][CH:23]([CH2:22][O:21][C:13]([c:14]4[cH:15][cH:16][cH:17][cH:18][cH:19]4)=[O:20])[CH:29]([CH2:30][O:31][C:32]([c:33]4[cH:34][cH:35][cH:36][cH:37][cH:38]4)=[O:39])[CH2:28][CH:27]3[OH:26])[cH:10][n:11][c:12]12. The reactants are allyl, C1CC(=O)N(C1=O)Cl (NCS), ClC=1C(=NC=C(C1)C(F)(F)F)NCCCC(=O)NNS(=O)(=O)C1=CC=C(S1)CNC(C1=CC=C(C=C1)[N+](=O)[O-])=O (N-[(5-{[2-(4-{[3-chloro-5-(trifluoromethyl)pyridin-2-yl]amino}butanoyl)hydrazino]sulfonyl}thien-2-yl)methyl]-4-nitrobenzamide), [Li]C(C)(C)C (t-BuLi), CCCCC (pentane). The solvent is C1CCOC1 (THF), CCOCC (Et2O). Run at temperature -70 celsius, time 10 minute. Product: C(C=C)N(CC=C)CC1=CC=C(S1)S(=O)(=O)Cl (5-Diallylaminomethyl-thiophene-2-sulfonyl chloride). Isolated yield 53.0%. RXN SMILES: ClC1C(NCCCC(NN[S:20]([C:23]2[S:27][C:26]([CH2:28][NH:29][C:30](=O)[C:31]3[CH:36]=CC([N+]([O-])=O)=CC=3)=[CH:25][CH:24]=2)(=[O:22])=[O:21])=O)=NC=C(C(F)(F)F)C=1.[Li][C:42]([CH3:45])(C)[CH3:43].CCCCC.C1C(=O)N([Cl:58])C(=O)C1>CCOCC.C1COCC1>[CH2:43]([N:29]([CH2:28][C:26]1[S:27][C:23]([S:20]([Cl:58])(=[O:21])=[O:22])=[CH:24][CH:25]=1)[CH2:30][CH:31]=[CH2:36])[CH:42]=[CH2:45]. Procedure: A solution of the allyl-protected thiophene 19a (6.2 g, 32.1 mmol) in Et2O was cooled to −70° C. by means of an acetone/dry ice bath. A solution of t-BuLi in pentane (21.38 ml, 1.5M, 32.1 mmol) was added over 2 min whereupon the internal temperature momentarily rose to −50° C. and the mixture turned orange. After 10 min., SO2 was bubbled for 2 min, which led to the immediate formation of a thick precipitate. The reaction was allowed to reach 0° C., and a suspension of NCS (4.63 g, 32.1 mmol) in ... Starting materials: COC(C(=O)NC1=CC(=C(C=C1Cl)C)OCCCOC1=C(C(=C(C=C1)C(C)=O)O)CCC)=O (N-{3-[3-(4-acetyl-3-hydroxy-2-n-propylphenoxy)-propoxy]-4-methyl-6-chlorophenyl}-oxamic acid methyl ester), [OH-].[Na+] (sodium hydroxide). Solvent: CO (methanol). The product is C(C)(=O)C1=C(C(=C(OCCCOC=2C=C(C(=CC2C)Cl)NC(C(=O)O)=O)C=C1)CCC)O (N-{3-[3-(4-acetyl-3-hydroxy-2-n-propylphenoxy)-propoxy]-4-methyl-6-chlorophenyl}-oxamic acid). As a reaction SMILES: C[O:2][C:3](=[O:33])[C:4]([NH:6][C:7]1[C:12]([Cl:13])=[CH:11][C:10]([CH3:14])=[C:9]([O:15][CH2:16][CH2:17][CH2:18][O:19][C:20]2[CH:25]=[CH:24][C:23]([C:26](=[O:28])[CH3:27])=[C:22]([OH:29])[C:21]=2[CH2:30][CH2:31][CH3:32])[CH:8]=1)=[O:5].[OH-].[Na+]>CO>[C:26]([C:23]1[CH:24]=[CH:25][C:20]([O:19][CH2:18][CH2:17][CH2:16][O:15][C:9]2[CH:8]=[C:7]([NH:6][C:4](=[O:5])[C:3]([OH:33])=[O:2])[C:12]([Cl:13])=[CH:11][C:10]=2[CH3:14])=[C:21]([CH2:30][CH2:31][CH3:32])[C:22]=1[OH:29])(=[O:28])[CH3:27] |f:1.2|. Reported procedure: A suspension of 6.1 g (12.8 mmol) of N-{3-[3-(4-acetyl-3-hydroxy-2-n-propylphenoxy)-propoxy]-4-methyl-6-chlorophenyl}-oxamic acid methyl ester in 200 ml of methanol and 14.1 ml of N sodium hydroxide solution is heated under reflux for 90 minutes. The reaction mixture is concentrated under reduced pressure, dissolved in hot water and, after cooling, acidified with dilute hydrochloric acid. The product that has formed is filtered off, washed with water and recrystallised from acetone. N-{3-[3-(4-a... Run in CN(C=O)C (N,N-dimethylformamide). Procedure details: To a mixture of potassium carbonate (1.0 g, 7.24 mmol) and pyrazole (0.50 g, 7.35 mmol) in N,N-dimethylformamide (5 mL) was added 5-(3,5-dichlorophenyl)-3-(4-fluoro-3-methylphenyl)-4,5-dihydro-5-(trifluoromethyl)isoxazole (i.e. the product from Step B) (0.50 g, 1.27 mmol). The reaction mixture was stirred vigorously for 36 h at 120° C. Then the reaction mixture was absorbed onto silica gel, concentrated, and purified by flash chromatography on silica gel and eluted with a gradient of 0-25% ethyl... RXN SMILES: C(=O)([O-])[O-].[K+].[K+].[NH:7]1[CH:11]=[CH:10][CH:9]=[N:8]1.[Cl:12][C:13]1[CH:14]=[C:15]([C:20]2([C:33]([F:36])([F:35])[F:34])[O:24][N:23]=[C:22]([C:25]3[CH:30]=[CH:29][C:28](F)=[C:27]([CH3:32])[CH:26]=3)[CH2:21]2)[CH:16]=[C:17]([Cl:19])[CH:18]=1>CN(C)C=O>[Cl:12][C:13]1[CH:14]=[C:15]([C:20]2([C:33]([F:35])([F:34])[F:36])[O:24][N:23]=[C:22]([C:25]3[CH:30]=[CH:29][C:28]([N:7]4[CH:11]=[CH:10][CH:9]=[N:8]4)=[C:27]([CH3:32])[CH:26]=3)[CH2:21]2)[CH:16]=[C:17]([Cl:19])[CH:18]=1 |f:0.1.2|. Yields the product ClC=1C=C(C=C(C1)Cl)C1(CC(=NO1)C1=CC(=C(C=C1)N1N=CC=C1)C)C(F)(F)F (5-(3,5-dichlorophenyl)-4,5-dihydro-3-[3-methyl-4-(1H-pyrazol-1-yl)phenyl]-5-(trifluoromethyl)isoxazole). Run at temperature 120 celsius, time 36 hour. The reactants are C([O-])([O-])=O.[K+].[K+] (potassium carbonate), N1N=CC=C1 (pyrazole), ClC=1C=C(C=C(C1)Cl)C1(CC(=NO1)C1=CC(=C(C=C1)F)C)C(F)(F)F (5-(3,5-dichlorophenyl)-3-(4-fluoro-3-methylphenyl)-4,5-dihydro-5-(trifluoromethyl)isoxazole), product. Starting materials: C(C)(C)(C)OC(=O)NCCC1=CC=C(C=C1)NC=1C(NC(C1C1=C(C=CC=C1)OC)=O)=O (3-[4-[2-(t-butoxycarbonylamino)ethyl]phenylamino]-4-(2-methoxyphenyl)-1H-pyrrole-2,5-dione). Reagents/catalysts: FC(C(=O)O)(F)F (trifluoroacetic acid). Run in C(Cl)Cl (DCM), C(C)(=O)OCC (ethyl acetate). Product: NCCC1=CC=C(C=C1)NC=1C(NC(C1C1=C(C=CC=C1)OC)=O)=O (3-[4-(2-Aminoethyl)phenylamino]-4-(2-methoxyphenyl)-1H-pyrrole-2,5-dione). RXN SMILES: C(OC([NH:8][CH2:9][CH2:10][C:11]1[CH:16]=[CH:15][C:14]([NH:17][C:18]2[C:19](=[O:32])[NH:20][C:21](=[O:31])[C:22]=2[C:23]2[CH:28]=[CH:27][CH:26]=[CH:25][C:24]=2[O:29][CH3:30])=[CH:13][CH:12]=1)=O)(C)(C)C>FC(F)(F)C(O)=O.C(Cl)Cl.C(OCC)(=O)C>[NH2:8][CH2:9][CH2:10][C:11]1[CH:12]=[CH:13][C:14]([NH:17][C:18]2[C:19](=[O:32])[NH:20][C:21](=[O:31])[C:22]=2[C:23]2[CH:28]=[CH:27][CH:26]=[CH:25][C:24]=2[O:29][CH3:30])=[CH:15][CH:16]=1. Procedure: A solution of 3-[4-[2-(t-butoxycarbonylamino)ethyl]phenylamino]-4-(2-methoxyphenyl)-1H-pyrrole-2,5-dione (0.060 g. 0.13 mmol) and trifluoroacetic acid (4 drops) in dry DCM (5 mL) was stirred for 18 hours at room temperature. The suspension was diluted with ethyl acetate (10 mL), poured onto sodium bicarbonate (20 mL) and extracted with ethyl acetate (3×10 mL). The combined organic solutions were washed with brine, dried with magnesium sulfate, evaporated and the residue triturated with a mixture... Reactants: C1(=CC=CC2=CC=C(C=C12)O)O (naphthalene-1,7-diol), C(C1=CC=CC=C1)N1CCNCC1 (1-benzyl-piperazine), S(=O)([O-])OS(=O)[O-].[Na+].[Na+] (sodium disulphite). Solvent: O (water). Product: C(C1=CC=CC=C1)N1CCN(CC1)C1=CC=C2C=CC=C(C2=C1)O (7-(4-benzyl-piperazin-1-yl)-naphthalen-1-ol). As a reaction SMILES: [C:1]1([OH:12])[C:10]2[C:5](=[CH:6][CH:7]=[C:8](O)[CH:9]=2)[CH:4]=[CH:3][CH:2]=1.[CH2:13]([N:20]1[CH2:25][CH2:24][NH:23][CH2:22][CH2:21]1)[C:14]1[CH:19]=[CH:18][CH:17]=[CH:16][CH:15]=1.S(OS([O-])=O)([O-])=O.[Na+].[Na+]>O>[CH2:13]([N:20]1[CH2:25][CH2:24][N:23]([C:8]2[CH:9]=[C:10]3[C:5]([CH:4]=[CH:3][CH:2]=[C:1]3[OH:12])=[CH:6][CH:7]=2)[CH2:22][CH2:21]1)[C:14]1[CH:15]=[CH:16][CH:17]=[CH:18][CH:19]=1 |f:2.3.4|. Procedure details: A suspension of 25 g (0.156 mol) of naphthalene-1,7-diol, 35 ml (0.202 mol) of 1-benzyl-piperazine and 60 g (0.316 mol) of sodium disulphite in 250 ml of water is refluxed for four days under nitrogen. After cooling, the precipitate is filtered off, washed with water and dried in a drying cupboard.